Dataset: the Open Reaction Database (ORD), a public repository of structured organic reaction records. Task: describe an organic reaction: reactants, conditions, products, and yield Procedure: 1-[N-[3-(Benzoylamino)-2-oxo-4-phenylbutyl]-N-[(phenylmethoxy)carbonyl]-L-alanyl]-L-proline, phneylmethyl ester (1.0 g.) is dissolved in absolute ethanol (30 ml.) and 1N hydrochloric acid (2.25 ml.). Palladium-carbon catalyst (10%, 200 mg.) is added and the solution is stirred under an atmosphere of hydrogen overnight. The catalyst is filtered off and the solution is evaporated. The crude product (700 mg.) is combined with 300 mg. of crude product from a previous small scale reaction and passed ... Reaction SMILES: [C:1]([NH:9][CH:10]([CH2:37][C:38]1[CH:43]=[CH:42][CH:41]=[CH:40][CH:39]=1)[C:11](=[O:36])[CH2:12][N:13](C(OCC1C=CC=CC=1)=O)[C@H:14]([C:16]([N:18]1[CH2:25][CH2:24][CH2:23][C@H:19]1[C:20]([OH:22])=[O:21])=[O:17])[CH3:15])(=[O:8])[C:2]1[CH:7]=[CH:6][CH:5]=[CH:4][CH:3]=1.[ClH:44]>C(O)C.[C].[Pd].CO>[ClH:44].[C:1]([NH:9][CH:10]([CH2:37][C:38]1[CH:39]=[CH:40][CH:41]=[CH:42][CH:43]=1)[C:11](=[O:36])[CH2:12][NH:13][C@H:14]([C:16]([N:18]1[CH2:25][CH2:24][CH2:23][C@H:19]1[C:20]([OH:22])=[O:21])=[O:17])[CH3:15])(=[O:8])[C:2]1[CH:7]=[CH:6][CH:5]=[CH:4][CH:3]=1 |f:3.4,6.7|. The solvent is C(C)O (ethanol), CO (methanol). The reagents and catalysts are [C].[Pd] (Palladium-carbon). Reactants: C(C1=CC=CC=C1)(=O)NC(C(CN([C@@H](C)C(=O)N1[C@H](C(=O)O)CCC1)C(=O)OCC1=CC=CC=C1)=O)CC1=CC=CC=C1 (1-[N-[3-(Benzoylamino)-2-oxo-4-phenylbutyl]-N-[(phenylmethoxy)carbonyl]-L-alanyl]-L-proline), ester, Cl (hydrochloric acid). Reaction conditions: time 8 hour. The product is Cl.C(C1=CC=CC=C1)(=O)NC(C(CN[C@@H](C)C(=O)N1[C@H](C(=O)O)CCC1)=O)CC1=CC=CC=C1 (1-[N-[3-(Benzoylamino)-2-oxo-4-phenylbutyl]-L-alanyl]-L-proline, monohydrochloride). Starting materials: NC1=C(C=CC=C1)S (2-aminothiophenol), C(CC)=O (propionaldehyde). Yields the product C(C)C=1SC2=C(N1)C=CC=C2 (2-ethylbenzothiazoline). As a reaction SMILES: [NH2:1][C:2]1[CH:7]=[CH:6][CH:5]=[CH:4][C:3]=1[SH:8].[CH:9](=O)[CH2:10][CH3:11]>>[CH2:10]([C:11]1[S:8][C:3]2[CH:4]=[CH:5][CH:6]=[CH:7][C:2]=2[N:1]=1)[CH3:9]. Reported procedure: The procedure of Example 1 was repeated, except that the reactants consisted of 37.5 g. of 2-aminothiophenol and 17.5 g. of propionaldehyde. The residue which remained after the removal of solvent was distilled in vacuo, chromatographed on a silica gel column with toluene as eluant, and redistilled at 94°-104°/0.3 mm. to give 2-ethylbenzothiazoline. The following elemental micro-analysis was obtained: Reactants: COC([C@@H](NC(C1=C(C=C(C=C1)C=CC=1C=NC=CC1Cl)C1=C(C=CC=C1)C)=O)CCSC)=O (N-[4-(2-(4-chloropyridin-3-yl)ethenyl)-2-(2-methylphenyl)benzoyl]methionine methyl ester), [H-].[Na+] (NaH). The solvent is CN(C)C=O (DMF), C(CC)O (n-propanol). Reaction conditions: time 18 hour. Product: [Na+].C(CC)OC1=C(C=NC=C1)C=CC1=CC(=C(C(=O)N[C@@H](CCSC)C(=O)[O-])C=C1)C1=C(C=CC=C1)C (N-[4-(2-(4-Propyloxypyridin-3-yl)ethenyl)-2-(2-methylphenyl)benzoyl]methionine Sodium Salt). Reaction SMILES: C[O:2][C:3](=[O:34])[C@H:4]([CH2:30][CH2:31][S:32][CH3:33])[NH:5][C:6](=[O:29])[C:7]1[CH:12]=[CH:11][C:10]([CH:13]=[CH:14][C:15]2[CH:16]=[N:17][CH:18]=[CH:19][C:20]=2Cl)=[CH:9][C:8]=1[C:22]1[CH:27]=[CH:26][CH:25]=[CH:24][C:23]=1[CH3:28].[H-].[Na+:36]>CN(C=O)C.C(O)CC>[Na+:36].[CH2:3]([O:2][C:20]1[CH:19]=[CH:18][N:17]=[CH:16][C:15]=1[CH:14]=[CH:13][C:10]1[CH:11]=[CH:12][C:7]([C:6]([NH:5][C@H:4]([C:3]([O-:2])=[O:34])[CH2:30][CH2:31][S:32][CH3:33])=[O:29])=[C:8]([C:22]2[CH:27]=[CH:26][CH:25]=[CH:24][C:23]=2[CH3:28])[CH:9]=1)[CH2:4][CH3:30] |f:1.2,5.6|. Procedure details: N-[4-(2-(4-chloropyridin-3-yl)ethenyl)-2-(2-methylphenyl)benzoyl]methionine methyl ester, prepared as in Example 1040, (28 mg, 0.06 mmol) was dissolved in DMF (1 mL) with n-propanol (0.1 mL) and treated with NaH (60% in mineral oil, 6.8 mg, 0.17 mmol). After stirring 18 hours at ambient temperature, the reaction was evaporated and lyophilized from water to provide 29 mg of the title compound. MS m/e 505 (M+H)+. 1H NMR (d6-DMSO, 300 MHz) δ 1.03 (m, 3H), 1.24 (m, 2H), 1.6 (m, 3H), 2.0 (m, 7H), 3.7... Starting materials: ClC1=CC=C(CN2C(C(=C(C2)C2=CC=CC=C2)O)=O)C=C1 (1-(4-chlorobenzyl)-3-hydroxy-4-phenyl-3-pyrrolin-2-one), Cl (hydrogen chloride), Cl.ClC1=CC=C(CN2C(C(=C(C2)C2=CC=CC=C2)OCCN(CC)CC)=O)C=C1 (1-(4-chlorobenzyl)-3-(β-diethylaminoethoxy)-4-phenyl-3-pyrrolin-2-one hydrochloride), C(C)N(CCCl)CC (β-diethylaminoethyl chloride), Cl (hydrochloride). Solvent: C(C)(=O)OCC (ethyl acetate). The product is ClC1=CC=C(CN2C(C(=C(C2)C2=CC=CC=C2)OCCN(CC)CC)=O)C=C1 (1-(4-Chlorobenzyl)-3-(β-diethylaminoethoxy)-4-phenyl-3-pyrrolin-2-one). Reaction SMILES: ClC1C=CC(CN2CC(C3C=CC=CC=3)=C(O)C2=O)=CC=1.C(N(CC)CCCl)C.Cl.Cl.[Cl:32][C:33]1[CH:59]=[CH:58][C:36]([CH2:37][N:38]2[CH2:42][C:41]([C:43]3[CH:48]=[CH:47][CH:46]=[CH:45][CH:44]=3)=[C:40]([O:49][CH2:50][CH2:51][N:52]([CH2:55][CH3:56])[CH2:53][CH3:54])[C:39]2=[O:57])=[CH:35][CH:34]=1>C(OCC)(=O)C>[Cl:32][C:33]1[CH:34]=[CH:35][C:36]([CH2:37][N:38]2[CH2:42][C:41]([C:43]3[CH:48]=[CH:47][CH:46]=[CH:45][CH:44]=3)=[C:40]([O:49][CH2:50][CH2:51][N:52]([CH2:53][CH3:54])[CH2:55][CH3:56])[C:39]2=[O:57])=[CH:58][CH:59]=1 |f:3.4|. Procedure details: In a manner analogous to that described in Example 1, 30.0 g. 1-(4-chlorobenzyl)-3-hydroxy-4-phenyl-3-pyrrolin-2-one is reacted with 20.3 g. β-diethylaminoethyl chloride. The base thus obtained is converted into the crystalline hydrochloride in ethyl acetate by means of gaseous hydrogen chloride. There is obtained 24.8 g. (57% of theory) 1-(4-chlorobenzyl)-3-(β-diethylaminoethoxy)-4-phenyl-3-pyrrolin-2-one hydrochloride; m.p. 143°-145° C., after recrystallization from methyl ethyl ketone. Starting materials: BrC1SC=C(N1C(C)C)C(=O)O (2-bromo-N-(1-methylethyl)-1,3-thiazole-4-carboxylic acid), C(=O)(N1C=NC=C1)N1C=NC=C1 (carbonyldiimidazole), C(C)(C)N (isopropylamine). The product is BrC=1SC=C(N1)C(=O)NC(C)C (2-Bromo-N-(1-methylethyl)-1,3-thiazole4-carboxamide). RXN SMILES: [Br:1][CH:2]1[N:6](C(C)C)[C:5]([C:10]([OH:12])=O)=[CH:4][S:3]1.C(N1C=CN=C1)(N1C=CN=C1)=O.[CH:25]([NH2:28])([CH3:27])[CH3:26]>>[Br:1][C:2]1[S:3][CH:4]=[C:5]([C:10]([NH:28][CH:25]([CH3:27])[CH3:26])=[O:12])[N:6]=1. Procedure: The product was prepared from 2-bromo-N-(1-methylethyl)-1,3-thiazole-4-carboxylic acid (WO 9848799) (0.77 g), carbonyldiimidazole (0.66 g) and isopropylamine (0.24 g) using the method of example 115 step (i). Yield 0.82 g.